Dataset: the Open Reaction Database (ORD), a public repository of structured organic reaction records. Task: describe an organic reaction: reactants, conditions, products, and yield The reactants are C(C1=CC=CC=C1)N1N=CC(=C1)O (1-benzyl-1H-pyrazol-4-ol), C(C1=CC=CC=C1)N1N=CC(=C1)O (1-benzyl-1H-pyrazol-4-ol), IC (Iodomethane), C(=O)([O-])[O-].[Cs+].[Cs+] (Cs2CO3). Solvent: CN(C=O)C (N,N-dimethylformamide). Reaction conditions: time 3 hour. Yields the product C(C1=CC=CC=C1)N1N=CC(=C1)OC (1-Benzyl-4-methoxy-1H-pyrazole). Yield: 85.9%. As a reaction SMILES: [CH2:1]([N:8]1[CH:12]=[C:11]([OH:13])[CH:10]=[N:9]1)[C:2]1[CH:7]=[CH:6][CH:5]=[CH:4][CH:3]=1.IC.[C:16]([O-])([O-])=O.[Cs+].[Cs+]>CN(C)C=O>[CH2:1]([N:8]1[CH:12]=[C:11]([O:13][CH3:16])[CH:10]=[N:9]1)[C:2]1[CH:3]=[CH:4][CH:5]=[CH:6][CH:7]=1 |f:2.3.4|. Procedure details: Into a 100-mL round-bottom flask, was placed a solution of 1-benzyl-1H-pyrazol-4-ol (compound 244.2, 1.40 g, 8.04 mmol) in N,N-dimethylformamide (20 mL). Iodomethane (703 μL, 11.3 mmol) and Cs2CO3 (3.68 g, 11.3 mmol,) were added and the resulting mixture was stirred for 3 h at room temperature. The mixture was concentrated under reduced pressure, then diluted with EtOAc (200 mL). The mixture was washed with brine (3×80 mL), and the organic layer was dried (Na2SO4), filtered and concentrated unde... Starting materials: BrC1=CC(=CC=C1)OCOC (1-Bromo-3-(methoxymethoxy)benzene), BrC=1C=C(C=CC1)O (3-bromophenol), CCN(C(C)C)C(C)C (Hunig's base), C(OC)Cl (MOM-Cl). The solvent is C(Cl)Cl (CH2Cl2), O (water). Conditions: time 8 hour. The product is [Cl-].BrC1=C2CCC3(CC[NH2+]CC3)OC2=CC=C1 (5-Bromo-3,4-dihydrospiro[chromene-2,4′-piperidinium]chloride). As a reaction SMILES: [Br:1][C:2]1[CH:7]=[CH:6][CH:5]=[C:4]([O:8][CH2:9]OC)[CH:3]=1.Br[C:13]1C=C(O)C=C[CH:18]=1.[CH3:20][CH2:21][N:22](C(C)C)[CH:23](C)[CH3:24].C([Cl:32])OC>C(Cl)Cl.O>[Cl-:32].[Br:1][C:2]1[CH:7]=[CH:6][CH:5]=[C:4]2[C:3]=1[CH2:13][CH2:18][C:9]1([O:8]2)[CH2:24][CH2:23][NH2+:22][CH2:21][CH2:20]1 |f:6.7|. Procedure details: 1-Bromo-3-(methoxymethoxy)benzene To a solution of 3-bromophenol (10 g, 57.8 mmol) and Hunig's base (35.7 mL, 205 mmol) in CH2Cl2 (30 mL) at −78° C., was added MOM-Cl (10.98 mL, 145 mmol). The mixture was warmed to room temperature and stirred overnight. The mixture was diluted with water (150 mL), stirred for 15 min and extracted with CH2Cl2 (2×). The CH2Cl2 extract was washed with brine, dried (Na2SO4), filtered and concentrated to give a yellow oil. The material was purified by column chromat...